Dataset: the Open Reaction Database (ORD), a public repository of structured organic reaction records. Task: describe an organic reaction: reactants, conditions, products, and yield The reactants are S1C=C(C=C1)C1=CC=C(C=C1)C(CN)C (2-(4-(3-thienyl)phenyl)propylamine), C(C1=CC=NC=C1)(=O)Cl (isonicotinoyl chloride). The product is S1C=C(C=C1)C1=CC=C(C=C1)C(CNC(C1=CC=NC=C1)=O)C (N-2-(4-(3-Thienyl)phenyl)propyl Isonicotinamide). Reaction SMILES: [S:1]1[CH:5]=[CH:4][C:3]([C:6]2[CH:11]=[CH:10][C:9]([CH:12]([CH3:15])[CH2:13][NH2:14])=[CH:8][CH:7]=2)=[CH:2]1.[C:16](Cl)(=[O:23])[C:17]1[CH:22]=[CH:21][N:20]=[CH:19][CH:18]=1>>[S:1]1[CH:5]=[CH:4][C:3]([C:6]2[CH:11]=[CH:10][C:9]([CH:12]([CH3:15])[CH2:13][NH:14][C:16](=[O:23])[C:17]3[CH:22]=[CH:21][N:20]=[CH:19][CH:18]=3)=[CH:8][CH:7]=2)=[CH:2]1. Reported procedure: The title compound was prepared from 2-(4-(3-thienyl)phenyl)propylamine (see example 14) and isonicotinoyl chloride in a manner analogous to the procedure described in example 14. The NMR spectrum was consistent with the proposed title structure. Reactants: ClC=1C=C(C=C(C1)Cl)C1=CC=C(C=C1)/C=C/COC1=CC=C(C=C1)C[C@@H](C(=O)OCC)OCC ((E)-(S)-Ethyl 3-{4-[3-(3′,5′-Dichloro-biphenyl-4-yl)-allyloxy]-phenyl}-2-ethoxy-propionate), [OH-].[Na+] (sodium hydroxide). The product is ClC=1C=C(C=C(C1)Cl)C1=CC=C(C=C1)/C=C/COC1=CC=C(C=C1)C[C@@H](C(=O)O)OCC ((E)-(S)-3-{4-[3-(3′,5′-dichloro-biphenyl-4-yl)-allyloxy]-phenyl}-2-ethoxy-propionic acid). Yield: 68.9%. RXN SMILES: [Cl:1][C:2]1[CH:3]=[C:4]([C:9]2[CH:14]=[CH:13][C:12](/[CH:15]=[CH:16]/[CH2:17][O:18][C:19]3[CH:24]=[CH:23][C:22]([CH2:25][C@H:26]([O:32][CH2:33][CH3:34])[C:27]([O:29]CC)=[O:28])=[CH:21][CH:20]=3)=[CH:11][CH:10]=2)[CH:5]=[C:6]([Cl:8])[CH:7]=1.[OH-].[Na+]>>[Cl:1][C:2]1[CH:3]=[C:4]([C:9]2[CH:10]=[CH:11][C:12](/[CH:15]=[CH:16]/[CH2:17][O:18][C:19]3[CH:24]=[CH:23][C:22]([CH2:25][C@H:26]([O:32][CH2:33][CH3:34])[C:27]([OH:29])=[O:28])=[CH:21][CH:20]=3)=[CH:13][CH:14]=2)[CH:5]=[C:6]([Cl:8])[CH:7]=1 |f:1.2|. Procedure: The title compound was prepared from (E)-(S)-ethyl 3-{4-[3-(3′,5′-dichloro-biphenyl-4-yl)-allyloxy]-phenyl}-2-ethoxy-propionate (example 127) (522 mg, 1.0 mmol) and sodium hydroxide (1M, 10.0 ml, 10.0 mmol) by a procedure analogous to that described in example 51, yielding (E)-(S)-3-{4-[3-(3′,5′-dichloro-biphenyl-4-yl)-allyloxy]-phenyl}-2-ethoxy-propionic acid (325 mg, 67%) as a colourless wax, which contained 0.167 molar equivalents of AcOEt. Starting materials: ClC=1C=C(C=NC1Cl)CO ((5,6-dichloropyridin-3-yl)methanol), FC1=C(C(=O)OC(C)(C)C)C=C(C(=C1)F)F (tert-butyl 2,4,5-trifluorobenzoate), C([O-])([O-])=O.[K+].[K+] (potassium carbonate), O (Water). Solvent: CS(=O)C (DMSO). Conditions: time 18 hour. The product is ClC=1C=C(C=NC1Cl)COC1=CC(=C(C(=O)OC(C)(C)C)C=C1F)F (tert-Butyl 4-((5,6-dichloropyridin-3-yl)methoxy)-2,5-difluorobenzoate). Yield: 96.6%. Reaction SMILES: [Cl:1][C:2]1[CH:3]=[C:4]([CH2:9][OH:10])[CH:5]=[N:6][C:7]=1[Cl:8].[F:11][C:12]1[CH:24]=[C:23](F)[C:22]([F:26])=[CH:21][C:13]=1[C:14]([O:16][C:17]([CH3:20])([CH3:19])[CH3:18])=[O:15].C(=O)([O-])[O-].[K+].[K+].O>CS(C)=O>[Cl:1][C:2]1[CH:3]=[C:4]([CH2:9][O:10][C:23]2[C:22]([F:26])=[CH:21][C:13]([C:14]([O:16][C:17]([CH3:18])([CH3:19])[CH3:20])=[O:15])=[C:12]([F:11])[CH:24]=2)[CH:5]=[N:6][C:7]=1[Cl:8] |f:2.3.4|. Reported procedure: To a solution of (5,6-dichloropyridin-3-yl)methanol (275 mg, 1.55 mmol) in DMSO (5 mL) were added tert-butyl 2,4,5-trifluorobenzoate (Preparation 97, 300 mg, 1.30 mmol), and potassium carbonate (535 mg, 3.88 mmol) and the mixture stirred for 18 hours at room temperature under a nitrogen atmosphere. Water (10 mL) was added and the mixture extracted with EtOAc (3×20 mL). The combined organics were washed with water (20 mL) and concentrated in vacuo to yield the title compound (490 mg, 96%). The reactants are FC=1C=C(C=CC1OC1=C2C(=NC=C1)C=C(S2)C=2N=CN(C2)C)N (3-Fluoro-4-(2-(1-methyl-1H-imidazol-4-yl)thieno[3,2-b]pyridin-7-yloxy)benzenamine), C(C)OC(C(F)(F)F)O (trifluoroacetaldehyde ethyl hemiacetal), O.C1(=CC=C(C=C1)S(=O)(=O)O)C (4-toluenesulfonic acid monohydrate). The solvent is C(C)O (ethanol). Yields the product C(C)OC(C(F)(F)F)NC1=CC(=C(C=C1)OC1=C2C(=NC=C1)C=C(S2)C=2N=CN(C2)C)F (N-(1-Ethoxy-2,2,2-trifluoroethyl)-3-fluoro-4-(2-(1-methyl-1H-imidazol-4-yl)thieno[3,2-b]pyridin-7-yloxy)benzenamine). The yield is 68.7%. RXN SMILES: [F:1][C:2]1[CH:3]=[C:4]([NH2:24])[CH:5]=[CH:6][C:7]=1[O:8][C:9]1[CH:14]=[CH:13][N:12]=[C:11]2[CH:15]=[C:16]([C:18]3[N:19]=[CH:20][N:21]([CH3:23])[CH:22]=3)[S:17][C:10]=12.[CH2:25]([O:27][CH:28](O)[C:29]([F:32])([F:31])[F:30])[CH3:26].O.C1(C)C=CC(S(O)(=O)=O)=CC=1>C(O)C>[CH2:25]([O:27][CH:28]([NH:24][C:4]1[CH:5]=[CH:6][C:7]([O:8][C:9]2[CH:14]=[CH:13][N:12]=[C:11]3[CH:15]=[C:16]([C:18]4[N:19]=[CH:20][N:21]([CH3:23])[CH:22]=4)[S:17][C:10]=23)=[C:2]([F:1])[CH:3]=1)[C:29]([F:32])([F:31])[F:30])[CH3:26] |f:2.3|. Procedure: A mixture of 12 (Scheme 3) (500 mg, 1.47 mmol), trifluoroacetaldehyde ethyl hemiacetal (0.35 mL, 2.94 mmol) and 4-toluenesulfonic acid monohydrate (280 mg, 1.47 mmol) in ethanol (25 mL) was heated to reflux for 48 h. The reaction mixture was concentrated and the residue was purified by column chromatography on silica gel (eluent methanol-dichloromethane 5:95 to 8:92) to afford title compound 318 (470 mg, 1.01 mmol, 68% yield). 1H NMR (400 MHz, DMSO-d6) δ ppm: 8.42 (d, J=5.5 Hz, 1H), 7.85 (d, J=1...